describe an organic reaction: reactants, conditions, products, and yield From a dataset of the Open Reaction Database (ORD), a public repository of structured organic reaction records. The reactants are C(C1=CC=CC=C1)Br (Benzyl bromide), CC1(OCCO1)C=1C=NC=CC1 (2-methyl-2-(pyridin-3-yl)-1,3-dioxolane). The solvent is CC(=O)C (acetone). Run at time 1 hour. Product: C(C1=CC=CC=C1)N1CC(=CCC1)C1(OCCO1)C (2-(1-benzyl-1,2,5,6-tetrahydropyridin-3-yl)-2-methyl-1,3-dioxolane). RXN SMILES: [CH2:1](Br)[C:2]1[CH:7]=[CH:6][CH:5]=[CH:4][CH:3]=1.[CH3:9][C:10]1([C:15]2[CH:16]=[N:17][CH:18]=[CH:19][CH:20]=2)[O:14][CH2:13][CH2:12][O:11]1>CC(C)=O>[CH2:1]([N:17]1[CH2:18][CH2:19][CH:20]=[C:15]([C:10]2([CH3:9])[O:11][CH2:12][CH2:13][O:14]2)[CH2:16]1)[C:2]1[CH:7]=[CH:6][CH:5]=[CH:4][CH:3]=1. Procedure details: Benzyl bromide (9.8 ml) was added to a solution of 2-methyl-2-(pyridin-3-yl)-1,3-dioxolane (13.6 g) in acetone (140 ml) and the mixture was refluxed. After confirming the disappearance of the starting material, the acetone was distilled off under reduced pressure. The residue was dissolved in ethanol (140 ml) and while the solution was ice-cooled, sodium borohydride (3.12 g) was gradually added. After the mixture was stirred for 1 hour, water and ethyl acetate were added. The mixture was stirred...